Dataset: the Open Reaction Database (ORD), a public repository of structured organic reaction records. Task: describe an organic reaction: reactants, conditions, products, and yield Reactants: C(#N)C=1C=C(C=CC1F)S(=O)(=O)N (3-Cyano-4-fluorobenzenesulfonamide), O1CCC(CC1)CN ((tetrahydropyran-4-yl)methylamine), C(C)(C)N(C(C)C)CC (N,N-diisopropylethylamine). Solvent: O1CCCC1 (tetrahydrofuran), C(C)(=O)OCC (ethyl acetate). The product is C(#N)C=1C=C(C=CC1NCC1CCOCC1)S(=O)(=O)N (3-cyano-4-((tetrahydro-2H-pyran-4-yl)methylamino)benzenesulfonamide). RXN SMILES: [C:1]([C:3]1[CH:4]=[C:5]([S:10]([NH2:13])(=[O:12])=[O:11])[CH:6]=[CH:7][C:8]=1F)#[N:2].[O:14]1[CH2:19][CH2:18][CH:17]([CH2:20][NH2:21])[CH2:16][CH2:15]1.C(N(CC)C(C)C)(C)C>O1CCCC1.C(OCC)(=O)C>[C:1]([C:3]1[CH:4]=[C:5]([S:10]([NH2:13])(=[O:12])=[O:11])[CH:6]=[CH:7][C:8]=1[NH:21][CH2:20][CH:17]1[CH2:18][CH2:19][O:14][CH2:15][CH2:16]1)#[N:2]. Procedure: 3-Cyano-4-fluorobenzenesulfonamide (500 mg), (tetrahydropyran-4-yl)methylamine (288 mg), and N,N-diisopropylethylamine (1.3 mL) were heated at 80° C. in tetrahydrofuran (15 mL) overnight. The mixture was diluted with ethyl acetate, washed with NaHCO3 solution and brine, and dried (Na2SO4), filtered and concentrated. The product was triturated from ethyl acetate.